This data is from the Open Reaction Database (ORD), a public repository of structured organic reaction records. The task is: describe an organic reaction: reactants, conditions, products, and yield The reactants are CCCCCCCCC=CCCCCCCCBr, [Li]C(C)(C)C, C1CCOC1, COC(=O)c1nnc(-c2ccccn2)o1. The product is CCCCCCCCC=CCCCCCCCC(=O)c1nnc(-c2ccccn2)o1. RXN SMILES: [Br:1][CH2:2][CH2:3][CH2:4][CH2:5][CH2:6][CH2:7][CH2:8][CH:9]=[CH:10][CH2:11][CH2:12][CH2:13][CH2:14][CH2:15][CH2:16][CH2:17][CH3:18].[C:19]([Li:20])([CH3:21])([CH3:22])[CH3:23].[CH2:39]1[O:40][CH2:41][CH2:42][CH2:43]1.[n:24]1[c:25](-[c:30]2[n:31][n:32][c:33]([C:35]([O:37][CH3:36])=[O:38])[o:34]2)[cH:26][cH:27][cH:28][cH:29]1>>[CH2:2]([CH2:3][CH2:4][CH2:5][CH2:6][CH2:7][CH2:8][CH:9]=[CH:10][CH2:11][CH2:12][CH2:13][CH2:14][CH2:15][CH2:16][CH2:17][CH3:18])[C:35]([c:33]1[n:32][n:31][c:30](-[c:25]2[n:24][cH:29][cH:28][cH:27][cH:26]2)[o:34]1)=[O:37].